This data is from the Open Reaction Database (ORD), a public repository of structured organic reaction records. The task is: describe an organic reaction: reactants, conditions, products, and yield Reactants: CS(=O)(=O)Cl, ClC(Cl)Cl, CC1(C)Oc2cc(N)ccc2N(c2ccccc2)C1=O, [Na+], O=C([O-])O, c1ccncc1. Product: CC1(C)Oc2cc(NS(C)(=O)=O)ccc2N(c2ccccc2)C1=O. Reaction SMILES: [CH3:21][S:22]([Cl:23])(=[O:24])=[O:25].[CH:37]([Cl:38])([Cl:39])[Cl:40].[NH2:1][c:2]1[cH:3][c:4]2[c:5]([cH:19][cH:20]1)[N:6]([c:13]1[cH:14][cH:15][cH:16][cH:17][cH:18]1)[C:7](=[O:12])[C:8]([CH3:10])([CH3:11])[O:9]2.[Na+:32].[OH:33][C:34](=[O:35])[O-:36].[cH:26]1[cH:27][cH:28][n:29][cH:30][cH:31]1>>[NH:1]([c:2]1[cH:3][c:4]2[c:5]([cH:19][cH:20]1)[N:6]([c:13]1[cH:14][cH:15][cH:16][cH:17][cH:18]1)[C:7](=[O:12])[C:8]([CH3:10])([CH3:11])[O:9]2)[S:22]([CH3:21])(=[O:24])=[O:25].